From a dataset of the Open Reaction Database (ORD), a public repository of structured organic reaction records. describe an organic reaction: reactants, conditions, products, and yield Starting materials: CC=1C=C(N)C=CC1C (3,4-Dimethylaniline), OC1=CC=C(C=2COC3=CC(=CC=C3C2)O)C=C1 (4′,7-Dihydroxyisoflav-3-ene), C(C)O (ethanol), C=O (formaldehyde). The product is CC=1C=C(C=CC1C)N1COC2=C(C1)C=C1C=C(COC1=C2)C2=CC=C(C=C2)O (4-(3-(3,4-Dimethylphenyl)-2,3,4,8-tetrahydrochromeno[6,7-e][1,3]oxazin-7-yl)phenol). Isolated yield 21.0%. Reaction SMILES: [OH:1][C:2]1[CH:18]=[CH:17][C:5]([C:6]2[CH2:7][O:8][C:9]3[C:14]([CH:15]=2)=[CH:13][CH:12]=[C:11](O)[CH:10]=3)=[CH:4][CH:3]=1.[CH3:19][C:20]1[CH:21]=[C:22]([CH:24]=[CH:25][C:26]=1[CH3:27])[NH2:23].[CH2:28]=[O:29].[CH2:30](O)C>>[CH3:19][C:20]1[CH:21]=[C:22]([N:23]2[CH2:30][C:12]3[CH:13]=[C:14]4[C:9](=[CH:10][C:11]=3[O:29][CH2:28]2)[O:8][CH2:7][C:6]([C:5]2[CH:17]=[CH:18][C:2]([OH:1])=[CH:3][CH:4]=2)=[CH:15]4)[CH:24]=[CH:25][C:26]=1[CH3:27]. Procedure: 4′,7-Dihydroxyisoflav-3-ene (500 mg, 2.08 mmol) was dissolved in absolute ethanol (10 mL). 3,4-Dimethylaniline (293 mg, 2.08 mmol) was added followed by formaldehyde (6 mL, 0.09 mmol, 37 wt. %). The reaction was stirred for a day at room temperature. The light pink precipitate was collected to afford the title compound (166 mg, 21%). Reactants: ClC1=NC(=NC=C1CCCl)NC1=C(C=C(C=C1C)C)C ([4-chloro-5-(2-chloro-ethyl)-pyrimidin-2-yl]-(2,4,6-trimethyl-phenyl)-amine), C(CC)C(CCC)N (1-propyl-butylamine), CN1C(CCC1)=O (N-methylpyrrolidinone), C(C)C(CCC)N (1-ethyl-butylamine). Conditions: temperature 120 celsius, time 32 hour. Product: CC=1C2=C(N=C(N1)C1(CC(=C(C(=C1)C)N)C)C)N(CC2)C(CCC)CCC (4—[4-Methyl-7-(1-propyl-butyl)-6,7-dihydro-5H-pyrrolo[2,3-d]pyrimidin-2-yl]-(2,4,6-trimethyl-phenyl)-amine). Yield: 41.0%. Reaction SMILES: ClC1C(CCCl)=CN=C([NH:11][C:12]2[C:17]([CH3:18])=[CH:16][C:15]([CH3:19])=[CH:14][C:13]=2[CH3:20])N=1.[CH2:21]([CH:24]([NH2:28])[CH2:25][CH2:26][CH3:27])[CH2:22][CH3:23].[CH2:29]([CH:31]([NH2:35])[CH2:32][CH2:33][CH3:34])C.[CH3:36][N:37]1CCC[C:38]1=O>>[CH3:29][C:31]1[C:32]2[CH2:33][CH2:34][N:28]([CH:24]([CH2:25][CH2:26][CH3:27])[CH2:21][CH2:22][CH3:23])[C:36]=2[N:37]=[C:38]([C:15]2([CH3:19])[CH:14]=[C:13]([CH3:20])[C:12]([NH2:11])=[C:17]([CH3:18])[CH2:16]2)[N:35]=1. Procedure: A solution of [4-chloro-5-(2-chloro-ethyl)-pyrimidin-2-yl]-(2,4,6-trimethyl-phenyl)-amine (1.3 g, 4.1 mmol) in N-methylpyrrolidinone (15 mL) was treated with 1-propyl-butylamine (1.6 g, 14 mmol) and heated to 120° C. in a sealed tube for 18 hours. Additional 1-ethyl-butylamine (0.76 g, 6.6 mmol) was added, and heating at 120° C. was resumed for 32 hours. The reaction mixture was concentrated under reduced pressure and the resulting orange solid was partitioned between ethyl acetate (100 mL) and ... Reactants: [Al+3], [H-], [H-], [H-], [H-], [Li+], C1CCOC1, CNC(=O)CCc1c[nH]c2ccccc12. Product: CNCCCc1c[nH]c2ccccc12. Reaction SMILES: [Al+3:17].[H-:16].[H-:19].[H-:20].[H-:21].[Li+:18].[O:22]1[CH2:23][CH2:24][CH2:25][CH2:26]1.[nH:1]1[cH:2][c:3]([CH2:10][CH2:11][C:12](=[O:13])[NH:14][CH3:15])[c:4]2[cH:5][cH:6][cH:7][cH:8][c:9]12>>[nH:1]1[cH:2][c:3]([CH2:10][CH2:11][CH2:12][NH:14][CH3:15])[c:4]2[cH:5][cH:6][cH:7][cH:8][c:9]12. The reactants are FC1=C(C=CC=C1F)[C@](C)(C[C@@H](C(F)(F)F)O)N[S@](=O)C(C)(C)C ((R)-N-((2S,4S)-2-(2,3-difluorophenyl)-5,5,5-trifluoro-4-hydroxypentan-2-yl)-2-methylpropane-2-sulfinamide), Cl (hydrogen chloride), O1CCOCC1 (1,4-dioxane), CO (MeOH). Solvent: C(Cl)Cl (DCM). Run at time 40 minute. Yields the product N[C@](C[C@@H](C(F)(F)F)O)(C)C1=C(C(=CC=C1)F)F ((2S,4S)-4-amino-4-(2,3-difluorophenyl)-1,1,1-trifluoropentan-2-ol). As a reaction SMILES: [F:1][C:2]1[C:7]([F:8])=[CH:6][CH:5]=[CH:4][C:3]=1[C@@:9]([NH:18][S@@](C(C)(C)C)=O)([CH2:11][C@H:12]([OH:17])[C:13]([F:16])([F:15])[F:14])[CH3:10].CO.Cl.O1CCOCC1>C(Cl)Cl>[NH2:18][C@@:9]([C:3]1[CH:4]=[CH:5][CH:6]=[C:7]([F:8])[C:2]=1[F:1])([CH3:10])[CH2:11][C@H:12]([OH:17])[C:13]([F:14])([F:15])[F:16]. Procedure: (R)-N-((2S,4S)-2-(2,3-difluorophenyl)-5,5,5-trifluoro-4-hydroxypentan-2-yl)-2-methylpropane-2-sulfinamide (7.18 g, 19.23 mmol) was dissolved in DCM (50 mL) and MeOH (25 mL) to form a clear solution. To this solution was added hydrogen chloride, 4M in 1,4-dioxane (48.1 ml, 192 mmol) via syringe. After stirred for 40 min, the mixture was concentrated, basified with 1N NaOH and diluted with DCM (400 ml) and water (50 ml). The separated organic layer was washed with brine (2×), dried over Na2SO4 and... The reactants are COC(=O)c1nc(NCC(c2ccccc2)c2ccccc2)c2ncn(C3C=CC(O)C3)c2n1, CCOC(=O)Cl, C1CCOC1, c1ccncc1. Product: CCOC(=O)OC1C=CC(n2cnc3c(NCC(c4ccccc4)c4ccccc4)nc(C(=O)OC)nc32)C1. RXN SMILES: [CH3:1][O:2][C:3](=[O:4])[c:5]1[n:6][c:7]([NH:20][CH2:21][CH:22]([c:23]2[cH:24][cH:25][cH:26][cH:27][cH:28]2)[c:29]2[cH:30][cH:31][cH:32][cH:33][cH:34]2)[c:8]2[n:9][cH:10][n:11]([CH:14]3[CH:15]=[CH:16][CH:17]([OH:19])[CH2:18]3)[c:12]2[n:13]1.[Cl:41][C:42](=[O:43])[O:44][CH2:45][CH3:46].[O:47]1[CH2:48][CH2:49][CH2:50][CH2:51]1.[cH:35]1[cH:36][cH:37][n:38][cH:39][cH:40]1>>[CH3:1][O:2][C:3](=[O:4])[c:5]1[n:6][c:7]([NH:20][CH2:21][CH:22]([c:23]2[cH:24][cH:25][cH:26][cH:27][cH:28]2)[c:29]2[cH:30][cH:31][cH:32][cH:33][cH:34]2)[c:8]2[n:9][cH:10][n:11]([CH:14]3[CH:15]=[CH:16][CH:17]([O:19][C:42](=[O:43])[O:44][CH2:45][CH3:46])[CH2:18]3)[c:12]2[n:13]1.